This data is from the Open Reaction Database (ORD), a public repository of structured organic reaction records. The task is: describe an organic reaction: reactants, conditions, products, and yield The reactants are CC(C)(C)OC(=O)N1C(CNc2ccccc2)COC1(C)C, [BH3-]C#N, CO, CC=O, [Na+]. The product is CCN(CC1COC(C)(C)N1C(=O)OC(C)(C)C)c1ccccc1. Reaction SMILES: [C:1]([CH3:2])([CH3:3])([CH3:4])[O:5][C:6](=[O:7])[N:8]1[C:9]([CH3:21])([CH3:22])[O:10][CH2:11][CH:12]1[CH2:13][NH:14][c:15]1[cH:16][cH:17][cH:18][cH:19][cH:20]1.[C:26]([BH3-:27])#[N:28].[CH3:30][OH:31].[CH:23]([CH3:24])=[O:25].[Na+:29]>>[C:1]([CH3:2])([CH3:3])([CH3:4])[O:5][C:6](=[O:7])[N:8]1[C:9]([CH3:21])([CH3:22])[O:10][CH2:11][CH:12]1[CH2:13][N:14]([c:15]1[cH:16][cH:17][cH:18][cH:19][cH:20]1)[CH2:23][CH3:24].